This data is from the Open Reaction Database (ORD), a public repository of structured organic reaction records. The task is: describe an organic reaction: reactants, conditions, products, and yield Starting materials: C(C)(C)(C)NS(=O)(=O)C=1SC(=CC1)C1=NC=CC(=C1)C1=NC(=CC(=N1)C1=CC(=C(C=C1)F)F)C(F)(F)F (5-{4-[4-(3,4-difluoro-phenyl)-6-trifluoromethyl-pyrimidin-2-yl]-pyridin-2-yl}-thiophene-2-sulfonic acid tert-butyl amide), C(=O)(C(F)(F)F)O (TFA). Run in ClCCl (dichloromethane). Run at time 15 hour. The product is FC=1C=C(C=CC1F)C1=NC(=NC(=C1)C(F)(F)F)C1=CC(=NC=C1)C1=CC=C(S1)S(=O)(=O)N (5-{4-[4-(3,4-Difluoro-phenyl)-6-trifluoromethyl-pyrimidin-2-yl]-pyridin-2-yl}-thiophene-2-sulfonic acid amide). Isolated yield 30.7%. Reaction SMILES: C([NH:5][S:6]([C:9]1[S:10][C:11]([C:14]2[CH:19]=[C:18]([C:20]3[N:25]=[C:24]([C:26]4[CH:31]=[CH:30][C:29]([F:32])=[C:28]([F:33])[CH:27]=4)[CH:23]=[C:22]([C:34]([F:37])([F:36])[F:35])[N:21]=3)[CH:17]=[CH:16][N:15]=2)=[CH:12][CH:13]=1)(=[O:8])=[O:7])(C)(C)C.C(O)(C(F)(F)F)=O>ClCCl>[F:33][C:28]1[CH:27]=[C:26]([C:24]2[CH:23]=[C:22]([C:34]([F:35])([F:36])[F:37])[N:21]=[C:20]([C:18]3[CH:17]=[CH:16][N:15]=[C:14]([C:11]4[S:10][C:9]([S:6]([NH2:5])(=[O:7])=[O:8])=[CH:13][CH:12]=4)[CH:19]=3)[N:25]=2)[CH:31]=[CH:30][C:29]=1[F:32]. Procedure: To a cooled and stirred solution of 5-{4-[4-(3,4-difluoro-phenyl)-6-trifluoromethyl-pyrimidin-2-yl]-pyridin-2-yl}-thiophene-2-sulfonic acid tert-butyl amide (0.29 g) in dichloromethane (4 ml) was added TFA (4 ml) and the reaction mixture was allowed to stir at room temperature for 15 h. The mixture was evaporated to dryness, poured into 2N NaHCO3 solution (20 ml) and extracted with ethyl acetate (3×50 ml). The combined organic layers were washed with brine (50 ml), dried (MgSO4) and evaporated. ... Starting materials: FC=1C=CC(=C(C1)C(CC1(OC1)C(F)(F)F)(C)C)OC (2-[2-(5-fluoro-2-methoxyphenyl)-2-methyl-propyl]-2-trifluoromethyl-oxiran), NC=1C=CC2=C(C(=NOC2=O)C)C1 (6-amino-4-methyl-2,3-benzoxazin-1-one), CN1C(N(CCC1)C)=O (1,3-dimethyl-3,4,5,6-tetrahydro-2[1H]-pyrimidinone). The solvent is O1CCCC1 (tetrahydrofuran). The product is OC(CNC=1C=CC2=C(C(=NOC2=O)C)C1)(CC(C)(C)C1=C(C=CC(=C1)F)OC)C(F)(F)F (6-[2-Hydroxy-4-(5-fluoro-2-methoxyphenyl)-4-methyl-2-trifluoromethyl-pentylamino]-4-methyl-2,3-benzoxazin-1-one). As a reaction SMILES: [F:1][C:2]1[CH:3]=[CH:4][C:5]([O:19][CH3:20])=[C:6]([C:8]([CH3:18])([CH3:17])[CH2:9][C:10]2([C:13]([F:16])([F:15])[F:14])[CH2:12][O:11]2)[CH:7]=1.[NH2:21][C:22]1[CH:23]=[CH:24][C:25]2[C:30](=[O:31])[O:29][N:28]=[C:27]([CH3:32])[C:26]=2[CH:33]=1.CN1CCCN(C)C1=O>O1CCCC1>[OH:11][C:10]([C:13]([F:16])([F:15])[F:14])([CH2:9][C:8]([C:6]1[CH:7]=[C:2]([F:1])[CH:3]=[CH:4][C:5]=1[O:19][CH3:20])([CH3:18])[CH3:17])[CH2:12][NH:21][C:22]1[CH:23]=[CH:24][C:25]2[C:30](=[O:31])[O:29][N:28]=[C:27]([CH3:32])[C:26]=2[CH:33]=1. Procedure: 584 mg of 2-[2-(5-fluoro-2-methoxyphenyl)-2-methyl-propyl]-2-trifluoromethyl-oxiran, 282 mg of 6-amino-4-methyl-2,3-benzoxazin-1-one and 1 ml of 1,3-dimethyl-3,4,5,6-tetrahydro-2[1H]-pyrimidinone are heated to 120° C. for 6 hours. After 1 ml of tetrahydrofuran is added, it is chromatographed on silica gel, and the title compound is eluted with hexane/ethyl acetate/tetrahydrofuran (55:40:5), flash point 178-179° C. Reactants: CC(C)(C)OC(=O)NC(CN)CCCCNC(=O)OCc1ccccc1, ClCCl, O=C(O)C(F)(F)F. Product: NCC(N)CCCCNC(=O)OCc1ccccc1. RXN SMILES: [C:1]([O:2][C:3](=[O:4])[NH:7][CH:8]([CH2:9][CH2:10][CH2:11][CH2:12][NH:13][C:14](=[O:15])[O:16][CH2:17][c:18]1[cH:19][cH:20][cH:21][cH:22][cH:23]1)[CH2:24][NH2:25])([CH3:5])([CH3:6])[CH3:26].[Cl:34][CH2:35][Cl:36].[F:27][C:28]([F:29])([F:30])[C:31]([OH:32])=[O:33]>>[NH2:7][CH:8]([CH2:9][CH2:10][CH2:11][CH2:12][NH:13][C:14](=[O:15])[O:16][CH2:17][c:18]1[cH:19][cH:20][cH:21][cH:22][cH:23]1)[CH2:24][NH2:25]. The reactants are C(C1=CC=CC=C1)OCCN1C2=C(C3=C([C@@H](C1=O)NC(CC(=O)O)=O)C=CC=C3)C=CC=C2 (N—[(S)-5-(2-benzyloxy-ethyl)-6-oxo-6,7-dihydro-5H-dibenzo[b,d]azepin-7-yl]-malonamic acid), FC(CN)(C(F)(F)F)F (2,2,3,3,3-pentafluoro-propyl amine), example 1c. Yields the product C(C1=CC=CC=C1)OCCN1C2=C(C3=C([C@@H](C1=O)NC(CC(=O)NCC(C(F)(F)F)(F)F)=O)C=CC=C3)C=CC=C2 (N—[(S)-5-(2-Benzyloxy-ethyl)-6-oxo-6,7-dihydro-5H-dibenzo[b,d]azepin-7-yl]-N′-(2,2,3,3,3-pentafluoro-propyl)-malonamide). As a reaction SMILES: [CH2:1]([O:8][CH2:9][CH2:10][N:11]1[C:17](=[O:18])[C@@H:16]([NH:19][C:20](=[O:25])[CH2:21][C:22](O)=[O:23])[C:15]2[CH:26]=[CH:27][CH:28]=[CH:29][C:14]=2[C:13]2[CH:30]=[CH:31][CH:32]=[CH:33][C:12]1=2)[C:2]1[CH:7]=[CH:6][CH:5]=[CH:4][CH:3]=1.[F:34][C:35]([F:42])([C:38]([F:41])([F:40])[F:39])[CH2:36][NH2:37]>>[CH2:1]([O:8][CH2:9][CH2:10][N:11]1[C:17](=[O:18])[C@@H:16]([NH:19][C:20](=[O:25])[CH2:21][C:22]([NH:37][CH2:36][C:35]([F:42])([F:34])[C:38]([F:41])([F:40])[F:39])=[O:23])[C:15]2[CH:26]=[CH:27][CH:28]=[CH:29][C:14]=2[C:13]2[CH:30]=[CH:31][CH:32]=[CH:33][C:12]1=2)[C:2]1[CH:3]=[CH:4][CH:5]=[CH:6][CH:7]=1. Reported procedure: Using N—[(S)-5-(2-benzyloxy-ethyl)-6-oxo-6,7-dihydro-5H-dibenzo[b,d]azepin-7-yl]-malonamic acid and N-(2,2,3,3,3-pentafluoro-propyl amine, the title compound was prepared in the same manner as example 1c (73%). White solid. MS: m/e=576(M+H+). The reactants are ClC1=CC2=C(N=C(CC(N2)=O)C=2C=C(C(=S)N)C=CC2)C=C1N(C)C (3-(7-chloro-8-dimethylamino-4-oxo-4,5-dihydro-3H-benzo[b][1,4]diazepin-2-yl)-thiobenzamide), C[Si](S[Si](C)(C)C)(C)C (hexamethyldisilthiane), C[O-].[Na+] (sodium methoxide), ClC1=CC2=C(N=C(CC(N2)=O)C=2C=C(C#N)C=CC2)C=C1N(C)C (3-(7-chloro-8-dimethylamino-4-oxo-4,5-dihydro-3H-benzo[b][1,4]diazepin-2-yl)-benzonitrile), ClC1=CC2=C(N=C(CC(N2)=O)C=2C=C(C#N)C=CC2)C=C1N(C)C (3-(7-chloro-8-dimethylamino-4-oxo-4,5-dihydro-3H-benzo[b][1,4] diazepin-2-yl)-benzonitrile). Run in CN1C(N(CC1)C)=O (1,3-dimethyl-2-imidazolidinone), CN1C(N(CC1)C)=O (1,3-dimethyl-2-imidazolidinone), O (water). Run at time 15 minute. Yields the product ClC=1C(=CC2=C(NC(CC(=N2)C2=CC(=CC=C2)C=2SC=C(N2)CO)=O)C1)N(C)C (8-Chloro-7-dimethylamino-4-[3-(4-hydroxymethyl-thiazol-2-yl)-phenyl]-1,3-dihydro-benzo[b][1,4]diazepin-2-one), ClC1=CC2=C(N=C(CC(N2)=O)C=2C=C(C(=S)N)C=CC2)C=C1N(C)C (3-(7-chloro-8-dimethylamino-4-oxo-4,5-dihydro-3H-benzo[b][1,4]diazepin-2-yl)-thiobenzamide). RXN SMILES: [Cl:1][C:2]1[C:22]([N:23]([CH3:25])[CH3:24])=[CH:21][C:5]2[N:6]=[C:7]([C:12]3[CH:13]=[C:14]([CH:18]=[CH:19][CH:20]=3)[C:15]([NH2:17])=[S:16])[CH2:8][C:9](=[O:11])[NH:10][C:4]=2[CH:3]=1.ClC1C(N(C)C)=CC2N=[C:32](C3C=C(C=CC=3)C#N)[CH2:33][C:34](=[O:36])NC=2C=1.C[Si](C)(C)S[Si](C)(C)C.C[O-].[Na+]>CN1CCN(C)C1=O.O>[Cl:1][C:2]1[C:22]([N:23]([CH3:25])[CH3:24])=[CH:21][C:5]2[N:6]=[C:7]([C:12]3[CH:20]=[CH:19][CH:18]=[C:14]([C:15]4[S:16][CH:32]=[C:33]([CH2:34][OH:36])[N:17]=4)[CH:13]=3)[CH2:8][C:9](=[O:11])[NH:10][C:4]=2[CH:3]=1.[Cl:1][C:2]1[C:22]([N:23]([CH3:25])[CH3:24])=[CH:21][C:5]2[N:6]=[C:7]([C:12]3[CH:13]=[C:14]([CH:18]=[CH:19][CH:20]=3)[C:15]([NH2:17])=[S:16])[CH2:8][C:9](=[O:11])[NH:10][C:4]=2[CH:3]=1 |f:3.4|. Procedure: The title compound was prepared from 3-(7-chloro-8-dimethylamino-4-oxo-4,5-dihydro-3H-benzo[b][1,4]diazepin-2-yl)-thiobenzamide {prepared from 3-(7-chloro-8-dimethylamino-4-oxo-4,5-dihydro-3H-benzo[b][1,4] diazepin-2-yl)-benzonitrile (Example 1) as follows: To a solution of hexamethyldisilthiane (0.55 mL, 2.6 mmol) in 1,3-dimethyl-2-imidazolidinone (2.6 mL) was added at 20° C. sodium methoxide (0.13 g, 2.5 mmol). The mixture was stirred for 15 min. and the blue solution formed was then added to ...